From a dataset of the Open Reaction Database (ORD), a public repository of structured organic reaction records. describe an organic reaction: reactants, conditions, products, and yield The reactants are FC(C1=CC=C(OCC2CN(CCC2)CCC2=CNC3=CC=CC=C23)C=C1)(F)F (3-{2-[3-(4-Trifluoromethyl-phenoxymethyl)-piperidin-1-yl]-ethyl}-1H-indole), C1(=CC=C(C=C1)CC(=O)O)C1=CC=CC=C1 (biphenyl-4-yl-acetic acid). The product is C1(=CC=C(C=C1)CCN1CC(CCC1)COC1=CC=C(C=C1)C(F)(F)F)C1=CC=CC=C1 (1-(2-Biphenyl-4-yl-ethyl)-3-(4-trifluoromethyl-phenoxymethyl)-piperidine). RXN SMILES: [F:1][C:2]([F:29])([F:28])[C:3]1[CH:27]=[CH:26][C:6]([O:7][CH2:8][CH:9]2[CH2:14][CH2:13][CH2:12][N:11]([CH2:15][CH2:16][C:17]3C4C(=CC=CC=4)N[CH:18]=3)[CH2:10]2)=[CH:5][CH:4]=1.[C:30]1([C:40]2[CH:45]=CC=[CH:42][CH:41]=2)[CH:35]=[CH:34][C:33](CC(O)=O)=[CH:32][CH:31]=1>>[C:40]1([C:30]2[CH:35]=[CH:34][CH:33]=[CH:32][CH:31]=2)[CH:45]=[CH:18][C:17]([CH2:16][CH2:15][N:11]2[CH2:12][CH2:13][CH2:14][CH:9]([CH2:8][O:7][C:6]3[CH:26]=[CH:27][C:3]([C:2]([F:1])([F:28])[F:29])=[CH:4][CH:5]=3)[CH2:10]2)=[CH:42][CH:41]=1. Procedure details: Following exactly the same two step procedure used in the previous example for the preparation of 3-{2-[3-(4-Trifluoromethyl-phenoxymethyl)-piperidin-1-yl]-ethyl}-1H-indole but using biphenyl-4-yl-acetic acid in place of (1H-Indol-3-yl)-acetic acid, 1-(2-Biphenyl-4-yl-ethyl)-3-(4-trifluoromethyl-phenoxymethyl)-piperidine was obtained in 54% overall yield from 0.19 mmol of 3-(4-Trifluoromethyl-phenoxymethyl)-piperidine, 181. Data for this compound: MS 440 (M++1).